From a dataset of the Open Reaction Database (ORD), a public repository of structured organic reaction records. describe an organic reaction: reactants, conditions, products, and yield Product: Cc1cccc2c(-c3ccnc(Nc4cccc(C(F)(F)F)c4)n3)c(-c3cccc(NC(=O)c4c(F)cccc4F)c3)nn12. Reaction SMILES: [CH:46]([OH:47])([CH3:48])[CH3:49].[Cl:1][c:2]1[n:3][cH:4][cH:5][c:6](-[c:8]2[c:9](-[c:18]3[cH:19][c:20]([NH:24][C:25]([c:26]4[c:27]([F:33])[cH:28][cH:29][cH:30][c:31]4[F:32])=[O:34])[cH:21][cH:22][cH:23]3)[n:10][n:11]3[c:12]2[cH:13][cH:14][cH:15][c:16]3[CH3:17])[n:7]1.[F:35][C:36]([c:37]1[cH:38][c:39]([NH2:40])[cH:41][cH:42][cH:43]1)([F:44])[F:45]>>[c:2]1([NH:40][c:39]2[cH:38][c:37]([C:36]([F:35])([F:44])[F:45])[cH:43][cH:42][cH:41]2)[n:3][cH:4][cH:5][c:6](-[c:8]2[c:9](-[c:18]3[cH:19][c:20]([NH:24][C:25]([c:26]4[c:27]([F:33])[cH:28][cH:29][cH:30][c:31]4[F:32])=[O:34])[cH:21][cH:22][cH:23]3)[n:10][n:11]3[c:12]2[cH:13][cH:14][cH:15][c:16]3[CH3:17])[n:7]1. Reactants: CC(C)O, Cc1cccc2c(-c3ccnc(Cl)n3)c(-c3cccc(NC(=O)c4c(F)cccc4F)c3)nn12, Nc1cccc(C(F)(F)F)c1.